describe an organic reaction: reactants, conditions, products, and yield From a dataset of the Open Reaction Database (ORD), a public repository of structured organic reaction records. Starting materials: K3Fe(CN)6, C(=O)([O-])[O-].[K+].[K+] (K2CO3), C1CN2CCN1CC2 (DABCO), [O-]S(=O)S(=O)[O-].[Na+].[Na+] (Na2S2O4), C(C=C)N1C=C(C(=CC1=O)NC1=C(C=C(C=C1)I)F)C(=O)N (1-Allyl-4-(2-fluoro-4-iodoanilino)-6-oxo-1,6-dihydro-3-pyridinecarboxamide). The reagents and catalysts are O=[Os](=O)(=O)=O (OsO4). The solvent is O (water), C(C)(C)(C)O (t-butanol), O (water). Run at time 15 hour. The product is OC(CN1C=C(C(=CC1=O)NC1=C(C=C(C=C1)I)F)C(=O)N)CO (1-(2,3-dihydroxypropyl)-4-(2-fluoro-4-iodoanilino)-6-oxo-1,6-dihydro-3-pyridinecarboxamide). Yield: 72.0%. As a reaction SMILES: [CH2:1]([N:4]1[C:9](=[O:10])[CH:8]=[C:7]([NH:11][C:12]2[CH:17]=[CH:16][C:15]([I:18])=[CH:14][C:13]=2[F:19])[C:6]([C:20]([NH2:22])=[O:21])=[CH:5]1)[CH:2]=C.[C:23]([O-:26])([O-])=O.[K+].[K+].C1N2CCN(CC2)C1.[O-:37]S(S([O-])=O)=O.[Na+].[Na+]>C(O)(C)(C)C.O.O=[Os](=O)(=O)=O>[OH:37][CH:2]([CH2:23][OH:26])[CH2:1][N:4]1[C:9](=[O:10])[CH:8]=[C:7]([NH:11][C:12]2[CH:17]=[CH:16][C:15]([I:18])=[CH:14][C:13]=2[F:19])[C:6]([C:20]([NH2:22])=[O:21])=[CH:5]1 |f:1.2.3,5.6.7|. Reported procedure: 1-Allyl-4-(2-fluoro-4-iodoanilino)-6-oxo-1,6-dihydro-3-pyridinecarboxamide (400 mg, 0.97 mmol) was dissolved in a mixture of t-butanol (60 mL) and water (60 mL) and to the resulting solution was added K3Fe(CN)6 (956 mg, 2.91 mmol), K2CO3 (400 mg, 2.91 mmol), OsO4 (0.62 mL of a 4% w/w solution in water) and DABCO (108 mg, 0.97 mmol). The reaction mixture was stirred at R.T. for 15 h., then poured into 1 M Na2S2O4 (200 mL) and extracted with EtOAc (3×100 mL). The combined EtOAc extracts were washe... Starting materials: COc1ccc(C(=O)Cl)cc1, [H-], COC(=O)c1ccc(-c2ccc([N+](=O)[O-])c(N)c2)cc1, [Na+], CN(C)C=O, c1ccncc1. The product is COC(=O)c1ccc(-c2ccc([N+](=O)[O-])c(NC(=O)c3ccc(OC)cc3)c2)cc1. RXN SMILES: [CH3:23][O:24][c:25]1[cH:26][cH:27][c:28]([C:29](=[O:30])[Cl:31])[cH:32][cH:33]1.[H-:22].[N+:1](=[O:2])([O-:3])[c:4]1[c:5]([NH2:6])[cH:7][c:8](-[c:11]2[cH:12][cH:13][c:14]([C:17](=[O:18])[O:19][CH3:20])[cH:15][cH:16]2)[cH:9][cH:10]1.[Na+:21].[O:40]=[CH:41][N:42]([CH3:43])[CH3:44].[cH:34]1[cH:35][cH:36][n:37][cH:38][cH:39]1>>[N+:1](=[O:2])([O-:3])[c:4]1[c:5]([NH:6][C:29]([c:28]2[cH:27][cH:26][c:25]([O:24][CH3:23])[cH:33][cH:32]2)=[O:30])[cH:7][c:8](-[c:11]2[cH:12][cH:13][c:14]([C:17](=[O:18])[O:19][CH3:20])[cH:15][cH:16]2)[cH:9][cH:10]1. Starting materials: O=C([O-])[O-], CI, [K+], [K+], O=c1[nH]ncc2c([N+](=O)[O-])cccc12, CN(C)C=O, O. Product: Cn1ncc2c([N+](=O)[O-])cccc2c1=O. RXN SMILES: [C:15](=[O:16])([O-:17])[O-:18].[CH3:21][I:22].[K+:19].[K+:20].[N+:1](=[O:2])([O-:3])[c:4]1[c:5]2[cH:6][n:7][nH:8][c:9](=[O:14])[c:10]2[cH:11][cH:12][cH:13]1.[O:24]=[CH:25][N:26]([CH3:27])[CH3:28].[OH2:23]>>[N+:1](=[O:2])([O-:3])[c:4]1[c:5]2[cH:6][n:7][n:8]([CH3:15])[c:9](=[O:14])[c:10]2[cH:11][cH:12][cH:13]1. Reactants: O=C([O-])[O-], COc1ccc(C2=NN(C3CCN(C(=O)c4ccccc4O)CC3)C(=O)C2(C)C)cc1OC, CC#N, IC1CCCC1, [K+], [K+]. Yields the product COc1ccc(C2=NN(C3CCN(C(=O)c4ccccc4OC4CCCC4)CC3)C(=O)C2(C)C)cc1OC. RXN SMILES: [C:34](=[O:35])([O-:36])[O-:37].[CH3:1][O:2][c:3]1[cH:4][c:5]([C:11]2=[N:15][N:14]([CH:16]3[CH2:17][CH2:18][N:19]([C:22](=[O:23])[c:24]4[c:25]([OH:30])[cH:26][cH:27][cH:28][cH:29]4)[CH2:20][CH2:21]3)[C:13](=[O:31])[C:12]2([CH3:32])[CH3:33])[cH:6][cH:7][c:8]1[O:9][CH3:10].[CH3:46][C:47]#[N:48].[I:40][CH:41]1[CH2:42][CH2:43][CH2:44][CH2:45]1.[K+:38].[K+:39]>>[CH3:1][O:2][c:3]1[cH:4][c:5]([C:11]2=[N:15][N:14]([CH:16]3[CH2:17][CH2:18][N:19]([C:22](=[O:23])[c:24]4[c:25]([O:30][CH:41]5[CH2:42][CH2:43][CH2:44][CH2:45]5)[cH:26][cH:27][cH:28][cH:29]4)[CH2:20][CH2:21]3)[C:13](=[O:31])[C:12]2([CH3:32])[CH3:33])[cH:6][cH:7][c:8]1[O:9][CH3:10]. The reactants are C1CCOC1, CCOc1ccc(B(O)O)c(C(F)(F)F)c1F, [Na+], OO, O=S([O-])O. Product: CCOc1ccc(O)c(C(F)(F)F)c1F. RXN SMILES: [CH2:25]1[O:26][CH2:27][CH2:28][CH2:29]1.[F:3][C:4]([c:5]1[c:6]([B:15]([OH:16])[OH:17])[cH:7][cH:8][c:9]([O:12][CH2:13][CH3:14])[c:10]1[F:11])([F:18])[F:19].[Na+:24].[OH:1][OH:2].[S:20](=[O:21])([O-:22])[OH:23]>>[F:3][C:4]([c:5]1[c:6]([OH:21])[cH:7][cH:8][c:9]([O:12][CH2:13][CH3:14])[c:10]1[F:11])([F:18])[F:19]. The reactants are C1CCOC1, [H-], [Na+], O=S(=O)(Cl)c1ccccc1, CC(C)(C)OC(=O)N1CCCC1COc1cccc2[nH]ccc12. Product: CC(C)(C)OC(=O)N1CCCC1COc1cccc2c1ccn2S(=O)(=O)c1ccccc1. Reaction SMILES: [CH2:36]1[O:37][CH2:38][CH2:39][CH2:40]1.[H-:24].[Na+:25].[c:26]1([S:32](=[O:33])(=[O:34])[Cl:35])[cH:27][cH:28][cH:29][cH:30][cH:31]1.[nH:1]1[cH:2][cH:3][c:4]2[c:5]([O:10][CH2:11][CH:12]3[N:13]([C:17](=[O:18])[O:19][C:20]([CH3:21])([CH3:22])[CH3:23])[CH2:14][CH2:15][CH2:16]3)[cH:6][cH:7][cH:8][c:9]12>>[n:1]1([S:32]([c:26]2[cH:27][cH:28][cH:29][cH:30][cH:31]2)(=[O:33])=[O:34])[cH:2][cH:3][c:4]2[c:5]([O:10][CH2:11][CH:12]3[N:13]([C:17](=[O:18])[O:19][C:20]([CH3:21])([CH3:22])[CH3:23])[CH2:14][CH2:15][CH2:16]3)[cH:6][cH:7][cH:8][c:9]12. The reactants are C(c1ccccc1Sc1ccc(cc1)[Cl])=O, CC1=CN=C(C=C1)N, [C-]#[N+]C1CCCCC1. Reagents/catalysts: O=C(O)C(F)(F)F (trifluoroacetic acid). The solvent is CC(C)O (isopropyl alcohol), CC(C)O (isopropylalcohol). Reaction conditions: temperature 22 celsius, time 20 hour. The product is Cc1ccc2nc(c3ccccc3Sc3ccc(cc3)[Cl])c(NC3CCCCC3)n2c1. Yield: 66.3%. Reaction SMILES: CC1=CC=C(N)N=C1.[C-]#[N+]C1CCCCC1.ClC1=CC=C(SC2=C(C=O)C=CC=C2)C=C1>>CC1=CN2C(C=C1)=NC(=C2NC1CCCCC1)C1=CC=CC=C1SC1=CC=C(Cl)C=C1. RXN SMILES: [CH3:18][O:19][c:20]1[n:21][c:22]([S:28]([CH3:29])(=[O:30])=[O:31])[n:23][c:24]([O:26][CH3:27])[cH:25]1.[CH3:34][N:35]([CH3:36])[CH:37]=[O:38].[H-:32].[NH2:1][c:2]1[c:3]([C:4](=[O:5])[O:6][CH2:7][c:8]2[cH:9][cH:10][cH:11][cH:12][cH:13]2)[cH:14][cH:15][cH:16][n:17]1.[Na+:33].[OH2:39]>>[NH:1]([c:2]1[c:3]([C:4](=[O:5])[O:6][CH2:7][c:8]2[cH:9][cH:10][cH:11][cH:12][cH:13]2)[cH:14][cH:15][cH:16][n:17]1)[c:22]1[n:21][c:20]([O:19][CH3:18])[cH:25][c:24]([O:26][CH3:27])[n:23]1. The reactants are COc1cc(OC)nc(S(C)(=O)=O)n1, CN(C)C=O, [H-], Nc1ncccc1C(=O)OCc1ccccc1, [Na+], O. Yields the product COc1cc(OC)nc(Nc2ncccc2C(=O)OCc2ccccc2)n1.